This data is from the Open Reaction Database (ORD), a public repository of structured organic reaction records. The task is: describe an organic reaction: reactants, conditions, products, and yield Reactants: C(C#C)N1C(=NC2=C1C=C(C(=C2)F)N2C(NC(=CC2=O)C(F)(F)F)=O)C(F)(F)F (3-[1-(2-propyn-1-yl)-2-trifluoromethyl-5-fluorobenzimidazol-6-yl]-6-trifluoromethyluracil), C([O-])([O-])=O.[K+].[K+] (potassium carbonate), CI (methyl iodide). Run in CC(=O)C (acetone). The product is CN1C(=O)N(C(=O)C=C1C(F)(F)F)C=1C(=CC2=C(N(C(=N2)C(F)(F)F)CC#C)C1)F (1-methyl-3-[1-(2-propyn-1-yl)-2-trifluoromethyl-5-fluorobenzimidazol-6-yl]-6-trifluoromethyluracil). Yield: 69.1%. RXN SMILES: [CH2:1]([N:4]1[C:8]2[CH:9]=[C:10]([N:14]3[C:19](=[O:20])[CH:18]=[C:17]([C:21]([F:24])([F:23])[F:22])[NH:16][C:15]3=[O:25])[C:11]([F:13])=[CH:12][C:7]=2[N:6]=[C:5]1[C:26]([F:29])([F:28])[F:27])[C:2]#[CH:3].[C:30](=O)([O-])[O-].[K+].[K+].CI>CC(C)=O>[CH3:30][N:16]1[C:17]([C:21]([F:22])([F:23])[F:24])=[CH:18][C:19](=[O:20])[N:14]([C:10]2[C:11]([F:13])=[CH:12][C:7]3[N:6]=[C:5]([C:26]([F:27])([F:28])[F:29])[N:4]([CH2:1][C:2]#[CH:3])[C:8]=3[CH:9]=2)[C:15]1=[O:25] |f:1.2.3|. Procedure details: A solution of 0.6 gram (0.001 mole) of 3-[1-(2-propyn-1-yl)-2-trifluoromethyl-5-fluorobenzimidazol-6-yl]-6-trifluoromethyluracil, 0.4 gram (0.003 mole) of potassium carbonate, and 0.17 mL (0.003 mole) of methyl iodide in 30 mL of acetone was stirred at ambient temperature for about 18 hours, after which the reaction mixture was concentrated under reduced pressure to a residue. The residue was taken up in diethyl ether and washed with an aqueous solution saturated with sodium chloride. The organi... Reactants: N1C=CC2=CC=C(C=C12)B(O)O (Indole-6-boronic acid), BrC=1C=C(N)C=CC1 (3-bromoaniline), [O-]P(=O)([O-])[O-].[K+].[K+].[K+] (K3PO4), C1(CCCCC1)P(C1CCCCC1)C1CCCCC1 (PCy3). The reagents and catalysts are C=1C=CC(=CC1)/C=C/C(=O)/C=C/C2=CC=CC=C2.C=1C=CC(=CC1)/C=C/C(=O)/C=C/C2=CC=CC=C2.C=1C=CC(=CC1)/C=C/C(=O)/C=C/C2=CC=CC=C2.[Pd].[Pd] (Pd2(dba)3). Run in O1CCOCC1 (dioxane). The product is N1C=CC2=CC=C(C=C12)C=1C=C(C=CC1)N (3-(1H-indol-6-yl)-phenylamine). Isolated yield 79.0%. Reaction SMILES: [NH:1]1[C:9]2[C:4](=[CH:5][CH:6]=[C:7](B(O)O)[CH:8]=2)[CH:3]=[CH:2]1.Br[C:14]1[CH:15]=[C:16]([CH:18]=[CH:19][CH:20]=1)[NH2:17].[O-]P([O-])([O-])=O.[K+].[K+].[K+].C1(P(C2CCCCC2)C2CCCCC2)CCCCC1>O1CCOCC1.C1C=CC(/C=C/C(/C=C/C2C=CC=CC=2)=O)=CC=1.C1C=CC(/C=C/C(/C=C/C2C=CC=CC=2)=O)=CC=1.C1C=CC(/C=C/C(/C=C/C2C=CC=CC=2)=O)=CC=1.[Pd].[Pd]>[NH:1]1[C:9]2[C:4](=[CH:5][CH:6]=[C:7]([C:14]3[CH:15]=[C:16]([NH2:17])[CH:18]=[CH:19][CH:20]=3)[CH:8]=2)[CH:3]=[CH:2]1 |f:2.3.4.5,8.9.10.11.12|. Reported procedure: Indole-6-boronic acid (0.140 g, 0.872 mmol) and 3-bromoaniline (0.063 mL, 0.581 mmol) were combined in dioxane (2 mL) in a flame-dried, round-bottom flask. K3PO4 (1.27M, 0.778 mL, 0.99 mmol), PCy3 (0.004 g, 0.014 mmol), and Pd2(dba)3 (0.005 g, 0.006 mmol) were added to the stirred solution. The reaction was refluxed overnight under argon flow, and subsequently cooled to room temperature. The solvent was removed under vacuum and the resulting residue was resuspended in CH2Cl2. The organic phase w... Reactants: O (water), [H-].[Na+] (Sodium hydride), OC=1C=C2C=CC(=CC2=CC1)CN1C=C(C(=C1)C1=CC=CC=C1)CCC(=O)OCC (ethyl 3-[1-(6-hydroxy-2-naphthylmethyl)-4-phenyl-3-pyrrolyl]propionate), N1=CC(=CC=C1)CCl (3-Picolyl chloride). The solvent is CN(C=O)C (N,N-dimethylformamide). Run at time 15 minute. The product is C1(=CC=CC=C1)C=1C(=CN(C1)CC1=CC2=CC=C(C=C2C=C1)OCC=1C=NC=CC1)CCC(=O)OCC (ethyl 3-[4-phenyl-1-[6-(3-pyridylmethoxy)-2-naphthylmethyl]-3-pyrrolyl]propionate). Isolated yield 88.0%. Reaction SMILES: [H-].[Na+].[OH:3][C:4]1[CH:5]=[C:6]2[C:11](=[CH:12][CH:13]=1)[CH:10]=[C:9]([CH2:14][N:15]1[CH:19]=[C:18]([C:20]3[CH:25]=[CH:24][CH:23]=[CH:22][CH:21]=3)[C:17]([CH2:26][CH2:27][C:28]([O:30][CH2:31][CH3:32])=[O:29])=[CH:16]1)[CH:8]=[CH:7]2.[N:33]1[CH:38]=[CH:37][CH:36]=[C:35]([CH2:39]Cl)[CH:34]=1.O>CN(C)C=O>[C:20]1([C:18]2[C:17]([CH2:26][CH2:27][C:28]([O:30][CH2:31][CH3:32])=[O:29])=[CH:16][N:15]([CH2:14][C:9]3[CH:8]=[CH:7][C:6]4[C:11](=[CH:12][CH:13]=[C:4]([O:3][CH2:39][C:35]5[CH:34]=[N:33][CH:38]=[CH:37][CH:36]=5)[CH:5]=4)[CH:10]=3)[CH:19]=2)[CH:25]=[CH:24][CH:23]=[CH:22][CH:21]=1 |f:0.1|. Procedure: Sodium hydride (60%, oily, 60.0 mg) was added to a solution of ethyl 3-[1-(6-hydroxy-2-naphthylmethyl)-4-phenyl-3-pyrrolyl]propionate (599 mg) in N,N-dimethylformamide (10 ml) at 0° C., and the mixture was stirred at room temperature for 15 minutes. 3-Picolyl chloride (230 mg) was added to the mixture, which was stirred at room temperature for 15 minutes. The reaction mixture was poured into water, which was extracted with ethyl acetate. The ethyl acetate layer was washed with saturated aqueous ... Reactants: FC(C1=NC2=C(N1C1=NC(=NC(=N1)N1CCOCC1)N1CCN(CC1)S(=O)(=O)CCN(C)C)C=CC=C2OC)F (N-[2-({4-[4-[2-(difluoromethyl)-4-methoxy-1H-benzimidazol-1-yl]-6-(4-morpholinyl)-1,3,5-triazin-2-yl]-1-piperazinyl}sulfonyl)ethyl]-N,N-dimethylamine), Cl (HCl). The solvent is CO (MeOH), CO (MeOH). The product is Cl.FC(C1=NC2=C(N1C1=NC(=NC(=N1)N1CCOCC1)N1CCN(CC1)S(=O)(=O)CCN(C)C)C=CC=C2OC)F (N-[2-({4-[4-[2-(difluoromethyl)-4-methoxy-1H-benzimidazol-1-yl]-6-(4-morpholinyl)-1,3,5-triazin-2-yl]-1-piperazinyl}sulfonyl)ethyl]-N,N-dimethylamine hydrochloride). Yield: 83.0%. RXN SMILES: [F:1][CH:2]([F:40])[C:3]1[N:7]([C:8]2[N:13]=[C:12]([N:14]3[CH2:19][CH2:18][O:17][CH2:16][CH2:15]3)[N:11]=[C:10]([N:20]3[CH2:25][CH2:24][N:23]([S:26]([CH2:29][CH2:30][N:31]([CH3:33])[CH3:32])(=[O:28])=[O:27])[CH2:22][CH2:21]3)[N:9]=2)[C:6]2[CH:34]=[CH:35][CH:36]=[C:37]([O:38][CH3:39])[C:5]=2[N:4]=1.[ClH:41]>CO>[ClH:41].[F:40][CH:2]([F:1])[C:3]1[N:7]([C:8]2[N:13]=[C:12]([N:14]3[CH2:15][CH2:16][O:17][CH2:18][CH2:19]3)[N:11]=[C:10]([N:20]3[CH2:21][CH2:22][N:23]([S:26]([CH2:29][CH2:30][N:31]([CH3:33])[CH3:32])(=[O:28])=[O:27])[CH2:24][CH2:25]3)[N:9]=2)[C:6]2[CH:34]=[CH:35][CH:36]=[C:37]([O:38][CH3:39])[C:5]=2[N:4]=1 |f:3.4|. Procedure details: To a suspension of N-[2-({4-[4-[2-(difluoromethyl)-4-methoxy-1H-benzimidazol-1-yl]-6-(4-morpholinyl)-1,3,5-triazin-2-yl]-1-piperazinyl}sulfonyl)ethyl]-N,N-dimethylamine from the previous step in MeOH (100 mL) was added a slight excess of 1.25 M HCl in MeOH (0.45 mL). The resulting clear solution was concentrated to dryness. The residue was recrystallized from MeOH/EtOAc to give 0.51 g (83% yield for the last two steps) of N-[2-({4-[4-[2-(difluoromethyl)-4-methoxy-1H-benzimidazol-1-yl]-6-(4-morph... Starting materials: C=O (formaldehyde), C(C)(=O)O[BH-](OC(C)=O)OC(C)=O.[Na+] (sodium triacetoxyborohydride), FC(C=1C=C(C(=O)N2C(CN(CC2)CC#CCN2C(COCC2)(C)C)CC2=CC(=CC=C2)NC)C=C(C1)C(F)(F)F)(F)F (1-[3,5-bis(trifluoromethyl)benzoyl]-4-[4-(3,3-dimethylmorpholino)-2-butynyl]-2-[3-(N-methylamino)benzyl]piperazine), C=O (formaldehyde), C(C)(=O)O[BH-](OC(C)=O)OC(C)=O.[Na+] (sodium triacetoxyborohydride), ClCCl (dichloromethane), C(O)([O-])=O.[Na+] (sodium hydrogen carbonate). Run in C(C)(=O)O (acetic acid), C(C)(=O)O (acetic acid). Conditions: time 2 hour. Yields the product Cl.Cl.Cl.FC(C=1C=C(C(=O)N2C(CN(CC2)CC#CCN2C(COCC2)(C)C)CC2=CC(=CC=C2)N(C)C)C=C(C1)C(F)(F)F)(F)F (1-[3,5-bis(trifluoromethyl)benzoyl]-2-[3-(N,N-dimethylamino)benzyl]-4-[4-(3,3-dimethylmorpholino)-2-butynyl]piperazine trihydrochloride). As a reaction SMILES: [F:1][C:2]([F:43])([F:42])[C:3]1[CH:4]=[C:5]([CH:35]=[C:36]([C:38]([F:41])([F:40])[F:39])[CH:37]=1)[C:6]([N:8]1[CH2:13][CH2:12][N:11]([CH2:14][C:15]#[C:16][CH2:17][N:18]2[CH2:23][CH2:22][O:21][CH2:20][C:19]2([CH3:25])[CH3:24])[CH2:10][CH:9]1[CH2:26][C:27]1[CH:32]=[CH:31][CH:30]=[C:29]([NH:33][CH3:34])[CH:28]=1)=[O:7].C=O.[C:46](O[BH-](OC(=O)C)OC(=O)C)(=O)C.[Na+].C(=O)([O-])O.[Na+].[Cl:65]CCl>C(O)(=O)C>[ClH:65].[ClH:65].[ClH:65].[F:43][C:2]([F:1])([F:42])[C:3]1[CH:4]=[C:5]([CH:35]=[C:36]([C:38]([F:39])([F:40])[F:41])[CH:37]=1)[C:6]([N:8]1[CH2:13][CH2:12][N:11]([CH2:14][C:15]#[C:16][CH2:17][N:18]2[CH2:23][CH2:22][O:21][CH2:20][C:19]2([CH3:24])[CH3:25])[CH2:10][CH:9]1[CH2:26][C:27]1[CH:32]=[CH:31][CH:30]=[C:29]([N:33]([CH3:46])[CH3:34])[CH:28]=1)=[O:7] |f:2.3,4.5,8.9.10.11|. Procedure details: A suspension of 1-[3,5-bis(trifluoromethyl)benzoyl]-4-[4-(3,3-dimethylmorpholino)-2-butynyl]-2-[3-(N-methylamino)benzyl]piperazine (0.19 g), 37% aqueous formaldehyde (50 μl), sodium triacetoxyborohydride (79 mg) and acetic acid (22 μl) in dichloromethane (5 ml) was stirred for 2 hours at room temperature. Then additional 37% aqueous formaldehyde (25 μl), acetic acid (10 μl) and sodium triacetoxyborohydride (40 mg) were added to the reaction mixture and the whole was stirred for further 1 hour. T...